From a dataset of the Open Reaction Database (ORD), a public repository of structured organic reaction records. describe an organic reaction: reactants, conditions, products, and yield The product is C(=O)(O)C=1C=C(OC2=CC=C(C=C2)[N+](=O)[O-])C=CC1 (4-(3-Carboxyphenoxy)-1-nitrobenzene), CN1C(CCC1)CNC(=O)C=1C=C(OC2=CC=C(C=C2)[N+](=O)[O-])C=CC1 (4-(3-(N-((1-methylpyrrolidinyl)methyl)carbamoyl)phenoxy)-1-nitrobenzene). Reported procedure: Entry 64: 4-(3-Carboxyphenoxy)-1-nitrobenzene was synthesized according to Method A13, Step 2. 4-(3-Carboxyphenoxy)-1-nitrobenzene was coupled with 2-aminomethyl-1-ethylpyrrolidine according to Method A13, Step 3 to give 4-(3-(N-((1-methylpyrrolidinyl)methyl)carbamoyl)phenoxy)-1-nitrobenzene. According to Method A13 Step 4,4-(3-(N-((1-methylpyrrolidinyl)methyl)carbamoyl)phenoxy)-1-nitrobenzene was reduced to 4-(3-(N-((1-methylpyrrolidinyl)methyl)carbamoyl)phenoxy)aniline. According to Method C1a... The reactants are C(=O)(O)C=1C=C(OC2=CC=C(C=C2)[N+](=O)[O-])C=CC1 (4-(3-Carboxyphenoxy)-1-nitrobenzene), NCC1N(CCC1)CC (2-aminomethyl-1-ethylpyrrolidine). RXN SMILES: [C:1]([C:4]1[CH:5]=[C:6]([CH:17]=[CH:18][CH:19]=1)[O:7][C:8]1[CH:13]=[CH:12][C:11]([N+:14]([O-:16])=[O:15])=[CH:10][CH:9]=1)([OH:3])=[O:2].[NH2:20][CH2:21][CH:22]1[CH2:26][CH2:25][CH2:24][N:23]1[CH2:27]C>>[C:1]([C:4]1[CH:5]=[C:6]([CH:17]=[CH:18][CH:19]=1)[O:7][C:8]1[CH:9]=[CH:10][C:11]([N+:14]([O-:16])=[O:15])=[CH:12][CH:13]=1)([OH:3])=[O:2].[CH3:27][N:23]1[CH2:24][CH2:25][CH2:26][CH:22]1[CH2:21][NH:20][C:1]([C:4]1[CH:5]=[C:6]([CH:17]=[CH:18][CH:19]=1)[O:7][C:8]1[CH:13]=[CH:12][C:11]([N+:14]([O-:16])=[O:15])=[CH:10][CH:9]=1)=[O:3]. Reactants: [Br-], O=S(=O)(Nc1ccc(F)c(-c2n[nH]cc2Br)c1F)c1cc(F)ccc1F, CC(C)CBr, CCCC[N+](CCCC)(CCCC)CCCC, ClCCl, [Na+], [OH-]. The product is CC(C)Cn1ncc(Br)c1-c1c(F)ccc(NS(=O)(=O)c2cc(F)ccc2F)c1F. As a reaction SMILES: [Br-:35].[Br:6][c:7]1[c:8](-[c:12]2[c:13]([F:31])[c:14]([NH:19][S:20](=[O:21])(=[O:22])[c:23]3[c:24]([F:30])[cH:25][cH:26][c:27]([F:29])[cH:28]3)[cH:15][cH:16][c:17]2[F:18])[n:9][nH:10][cH:11]1.[CH2:1]([CH:2]([CH3:3])[CH3:4])[Br:5].[CH3:36][CH2:37][CH2:38][CH2:39][N+:40]([CH2:41][CH2:42][CH2:43][CH3:44])([CH2:45][CH2:46][CH2:47][CH3:48])[CH2:49][CH2:50][CH2:51][CH3:52].[Cl:32][CH2:33][Cl:34].[Na+:54].[OH-:53]>>[CH2:1]([CH:2]([CH3:3])[CH3:4])[n:9]1[c:8](-[c:12]2[c:13]([F:31])[c:14]([NH:19][S:20](=[O:21])(=[O:22])[c:23]3[c:24]([F:30])[cH:25][cH:26][c:27]([F:29])[cH:28]3)[cH:15][cH:16][c:17]2[F:18])[c:7]([Br:6])[cH:11][n:10]1. The reactants are CC(C)(C)c1csc(-c2cc3cc(CSc4ccccc4CO)ccc3o2)n1, O=C([O-])O, CN(C)C=O, ClC(Cl)Cl, [Na+], O=S(Cl)Cl. As a reaction SMILES: [C:1]([CH3:2])([CH3:3])([CH3:4])[c:5]1[n:6][c:7](-[c:10]2[o:11][c:12]3[c:13]([cH:14]2)[cH:15][c:16]([CH2:19][S:20][c:21]2[c:22]([CH2:27][OH:28])[cH:23][cH:24][cH:25][cH:26]2)[cH:17][cH:18]3)[s:8][cH:9]1.[C:38](=[O:39])([O-:40])[OH:41].[CH3:33][N:34]([CH3:35])[CH:36]=[O:37].[CH:43]([Cl:44])([Cl:45])[Cl:46].[Na+:42].[S:29]([Cl:30])([Cl:31])=[O:32]>>[C:1]([CH3:2])([CH3:3])([CH3:4])[c:5]1[n:6][c:7](-[c:10]2[o:11][c:12]3[c:13]([cH:14]2)[cH:15][c:16]([CH2:19][S:20][c:21]2[c:22]([CH2:27][Cl:31])[cH:23][cH:24][cH:25][cH:26]2)[cH:17][cH:18]3)[s:8][cH:9]1. Yields the product CC(C)(C)c1csc(-c2cc3cc(CSc4ccccc4CCl)ccc3o2)n1. The reactants are CN (methylamine), BrCCC1=C(C=CC=C1[N+](=O)[O-])Cl (2-(2-bromoethyl)-1-chloro-3-nitro-benzene). The solvent is C1CCOC1 (THF). Reaction conditions: temperature 60 celsius, time 8 hour. Yields the product ClC1=C(C(=CC=C1)[N+](=O)[O-])CCNC ([2-(2-Chloro-6-nitro-phenyl)-ethyl]-methyl-amine). RXN SMILES: [CH3:1][NH2:2].Br[CH2:4][CH2:5][C:6]1[C:11]([N+:12]([O-:14])=[O:13])=[CH:10][CH:9]=[CH:8][C:7]=1[Cl:15]>C1COCC1>[Cl:15][C:7]1[CH:8]=[CH:9][CH:10]=[C:11]([N+:12]([O-:14])=[O:13])[C:6]=1[CH2:5][CH2:4][NH:2][CH3:1]. Procedure: To a solution of methylamine in THF (2 M, 200 mL) was added 2-(2-bromoethyl)-1-chloro-3-nitro-benzene (14.0 g, 0.053 mole) in a pressure bottle, the reaction mixture was stirred at 60° C. overnight and the solvent was removed. The solid residue was treated with sodium hydroxide (1 N, 100 mL) and the aqueous extracted with methylene chloride (2×100 mL). The combined organic layers were washed with water (100 mL), saturated sodium chloride (100 mL), dried (sodium sulfate) and concentrated to provi... The reactants are CCO, Cl, NC(=NO)c1ccc(OCCCN2CCC(CCCOc3ccc(C(N)=NC(=O)[O-])cc3)CC2)cc1. Yields the product N=C(N)c1ccc(OCCCC2CCN(CCCOc3ccc(C(N)=NO)cc3)CC2)cc1. RXN SMILES: [CH3:38][CH2:39][OH:40].[ClH:37].[NH2:1][C:2]([c:3]1[cH:4][cH:5][c:6]([O:9][CH2:10][CH2:11][CH2:12][CH:13]2[CH2:14][CH2:15][N:16]([CH2:19][CH2:20][CH2:21][O:22][c:23]3[cH:24][cH:25][c:26]([C:29](=[N:30][OH:31])[NH2:32])[cH:27][cH:28]3)[CH2:17][CH2:18]2)[cH:7][cH:8]1)=[N:33][C:34](=[O:35])[O-:36]>>[NH:1]=[C:2]([c:3]1[cH:4][cH:5][c:6]([O:9][CH2:10][CH2:11][CH2:12][CH:13]2[CH2:14][CH2:15][N:16]([CH2:19][CH2:20][CH2:21][O:22][c:23]3[cH:24][cH:25][c:26]([C:29](=[N:30][OH:31])[NH2:32])[cH:27][cH:28]3)[CH2:17][CH2:18]2)[cH:7][cH:8]1)[NH2:33]. The reactants are C1(=CC=CC=C1)C(CC(=O)OCC)CC=1OC=C(N1)CCCCCNC1=NC=CC=C1 (ethyl (±)-3-phenyl-4-[4-[5-(pyridin-2-yl)amino- 1-pentyl]-1,3-oxazol-2-yl]butanoate), [Li+].[OH-] (LiOH), Cl (HCl). Run in C1CCOC1.O (THF H2O). Reaction conditions: time 18 hour. Yields the product C1(=CC=CC=C1)C(CC(=O)O)CC=1OC=C(N1)CCCCCNC1=NC=CC=C1 ((±)-3-Phenyl-4-[4-[5-(pyridin-2-yl)amino-1-pentyl]-1,3-oxazol-2-yl]butanoic acid). Yield: 60.7%. Reaction SMILES: [C:1]1([CH:7]([CH2:14][C:15]2[O:16][CH:17]=[C:18]([CH2:20][CH2:21][CH2:22][CH2:23][CH2:24][NH:25][C:26]3[CH:31]=[CH:30][CH:29]=[CH:28][N:27]=3)[N:19]=2)[CH2:8][C:9]([O:11]CC)=[O:10])[CH:6]=[CH:5][CH:4]=[CH:3][CH:2]=1.[Li+].[OH-].Cl>C1COCC1.O>[C:1]1([CH:7]([CH2:14][C:15]2[O:16][CH:17]=[C:18]([CH2:20][CH2:21][CH2:22][CH2:23][CH2:24][NH:25][C:26]3[CH:31]=[CH:30][CH:29]=[CH:28][N:27]=3)[N:19]=2)[CH2:8][C:9]([OH:11])=[O:10])[CH:6]=[CH:5][CH:4]=[CH:3][CH:2]=1 |f:1.2,4.5|. Reported procedure: To a solution of ethyl (±)-3-phenyl-4-[4-[5-(pyridin-2-yl)amino- 1-pentyl]-1,3-oxazol-2-yl]butanoate (75 mg, 0.18 mmole) in 1:1 THF/H2O (2 mL) was added 1.0 N LiOH (0.27 mL, 0.27 mmole). After 18 hr, the pH was adjusted to 6 using 10% HCl; then the solution was concentrated under reduced pressure to remove the THF. The solution was chromatographed on a C-18 Mega Bond Elut® column (50 mL H2O then 200 mL 20% CH3CN/H2O containing 0.1% TFA). Fractions containing the product were pooled and lyophiliz... Reactants: Cl, C1CCOC1, O, OC1CCc2cc(-c3nccs3)ccc21. The product is C1=Cc2ccc(-c3nccs3)cc2C1. As a reaction SMILES: [ClH:16].[O:17]1[CH2:18][CH2:19][CH2:20][CH2:21]1.[OH2:22].[s:1]1[c:2](-[c:6]2[cH:7][c:8]3[c:12]([cH:13][cH:14]2)[CH:11]([OH:15])[CH2:10][CH2:9]3)[n:3][cH:4][cH:5]1>>[s:1]1[c:2](-[c:6]2[cH:7][c:8]3[c:12]([cH:13][cH:14]2)[CH:11]=[CH:10][CH2:9]3)[n:3][cH:4][cH:5]1. Reactants: COC(=O)c1ccc(-c2ccc(CCN(CC(O)c3cccnc3)C(=O)OC(C)(C)C)cc2)cc1OC1CCCCCC1, CO, [Na+], C1CCOC1, [OH-]. Yields the product CC(C)(C)OC(=O)N(CCc1ccc(-c2ccc(C(=O)O)c(OC3CCCCCC3)c2)cc1)CC(O)c1cccnc1. RXN SMILES: [C:1]([CH3:2])([CH3:3])([CH3:4])[O:5][C:6](=[O:7])[N:8]([CH2:9][CH2:10][c:11]1[cH:12][cH:13][c:14](-[c:17]2[cH:18][c:19]([O:27][CH:28]3[CH2:29][CH2:30][CH2:31][CH2:32][CH2:33][CH2:34]3)[c:20]([C:23](=[O:24])[O:25][CH3:26])[cH:21][cH:22]2)[cH:15][cH:16]1)[CH2:35][CH:36]([c:37]1[cH:38][n:39][cH:40][cH:41][cH:42]1)[OH:43].[CH3:46][OH:47].[Na+:45].[O:48]1[CH2:49][CH2:50][CH2:51][CH2:52]1.[OH-:44]>>[C:1]([CH3:2])([CH3:3])([CH3:4])[O:5][C:6](=[O:7])[N:8]([CH2:9][CH2:10][c:11]1[cH:12][cH:13][c:14](-[c:17]2[cH:18][c:19]([O:27][CH:28]3[CH2:29][CH2:30][CH2:31][CH2:32][CH2:33][CH2:34]3)[c:20]([C:23](=[O:24])[OH:25])[cH:21][cH:22]2)[cH:15][cH:16]1)[CH2:35][CH:36]([c:37]1[cH:38][n:39][cH:40][cH:41][cH:42]1)[OH:43]. The reactants are CC(C)(C)S(=O)NC(c1cccc(C#N)c1)C(c1cccnc1)c1cccnc1, CO, Cl, [Na+], O=C([O-])O, O. The product is N#Cc1cccc(C(N)C(c2cccnc2)c2cccnc2)c1. As a reaction SMILES: [C:1](#[N:2])[c:3]1[cH:4][c:5]([CH:9]([CH:10]([c:11]2[cH:12][n:13][cH:14][cH:15][cH:16]2)[c:17]2[cH:18][n:19][cH:20][cH:21][cH:22]2)[NH:23][S:24]([C:25]([CH3:26])([CH3:27])[CH3:28])=[O:29])[cH:6][cH:7][cH:8]1.[CH3:36][OH:37].[ClH:30].[Na+:35].[O-:31][C:32]([OH:33])=[O:34].[OH2:38]>>[C:1](#[N:2])[c:3]1[cH:4][c:5]([CH:9]([CH:10]([c:11]2[cH:12][n:13][cH:14][cH:15][cH:16]2)[c:17]2[cH:18][n:19][cH:20][cH:21][cH:22]2)[NH2:23])[cH:6][cH:7][cH:8]1. Reactants: Cl.N[C@@H]1CC[C@H](CC1)C(=O)O (trans-4-aminocyclohexane carboxylic acid hydrochloride), ClC(=O)OCC1=CC=CC=C1 (benzyl chloroformate), O (H2O), Cl (HCl). The solvent is [OH-].[Na+] (NaOH). Reaction conditions: time 1.5 hour. Product: C(C1=CC=CC=C1)OC(=O)NC1CCC(CC1)C(=O)O (4-benzyloxycarbonylamino-cyclohexanecarboxylic acid). Yield: 84.7%. Reaction SMILES: Cl.[NH2:2][C@H:3]1[CH2:8][CH2:7][C@H:6]([C:9]([OH:11])=[O:10])[CH2:5][CH2:4]1.Cl[C:13]([O:15][CH2:16][C:17]1[CH:22]=[CH:21][CH:20]=[CH:19][CH:18]=1)=[O:14].Cl.O>[OH-].[Na+]>[CH2:16]([O:15][C:13]([NH:2][CH:3]1[CH2:8][CH2:7][CH:6]([C:9]([OH:11])=[O:10])[CH2:5][CH2:4]1)=[O:14])[C:17]1[CH:22]=[CH:21][CH:20]=[CH:19][CH:18]=1 |f:0.1,5.6|. Procedure details: To a solution of trans-4-aminocyclohexane carboxylic acid hydrochloride (5.0 g, 34.92 mmol) in aqueous 2.0N NaOH (35 mL) is added benzyl chloroformate (5.0 mL, 34.92 mmol). The mixture stirs for 1.5 h. Then the suspension is acidified with 12N HCl (aq) to pH=1. H2O is added (100 mL) and the precipitate is filtered off. The filter cake is dried to afford 8.2 g of 4-benzyloxycarbonylamino-cyclohexanecarboxylic acid. LC/MS: [M+H]+=278, Rt=0.85 min (method 6)